Dataset: the Open Reaction Database (ORD), a public repository of structured organic reaction records. Task: describe an organic reaction: reactants, conditions, products, and yield The reactants are O=C([O-])[O-], COC(=O)c1ccc(SCC2(O)CCN(CCc3ccc(C#N)cc3)CC2)cc1, CCOC(C)=O, CO, [O-][I+3]([O-])([O-])[O-], [K+], [K+], [Na+], O. Yields the product COC(=O)c1ccc(S(=O)CC2(O)CCN(CCc3ccc(C#N)cc3)CC2)cc1. Reaction SMILES: [C:36]([O-:37])(=[O:38])[O-:39].[C:7](#[N:8])[c:9]1[cH:10][cH:11][c:12]([CH2:15][CH2:16][N:17]2[CH2:18][CH2:19][C:20]([OH:23])([CH2:24][S:25][c:26]3[cH:27][cH:28][c:29]([C:30](=[O:31])[O:32][CH3:33])[cH:34][cH:35]3)[CH2:21][CH2:22]2)[cH:13][cH:14]1.[CH3:42][CH2:43][O:44][C:45](=[O:46])[CH3:47].[CH3:48][OH:49].[I+3:1]([O-:2])([O-:3])([O-:4])[O-:5].[K+:40].[K+:41].[Na+:6].[OH2:50]>>[C:7](#[N:8])[c:9]1[cH:10][cH:11][c:12]([CH2:15][CH2:16][N:17]2[CH2:18][CH2:19][C:20]([OH:23])([CH2:24][S:25]([c:26]3[cH:27][cH:28][c:29]([C:30](=[O:31])[O:32][CH3:33])[cH:34][cH:35]3)=[O:37])[CH2:21][CH2:22]2)[cH:13][cH:14]1. Yields the product CC=CC(=O)OC1CC(C)CC(C)(C)C1. Reactants: CC=CC(=O)O, CC1CC(O)CC(C)(C)C1, COC(C)(C)C, [Cl-], O, c1ccncc1. Reaction SMILES: [C:18]([CH:19]=[CH:20][CH3:21])(=[O:22])[OH:23].[CH3:1][CH:2]1[CH2:3][CH:4]([OH:5])[CH2:6][C:7]([CH3:8])([CH3:9])[CH2:10]1.[CH3:25][O:26][C:27]([CH3:28])([CH3:29])[CH3:30].[Cl-:17].[OH2:24].[cH:11]1[cH:12][cH:13][n:14][cH:15][cH:16]1>>[CH3:1][CH:2]1[CH2:3][CH:4]([O:5][C:18]([CH:19]=[CH:20][CH3:21])=[O:22])[CH2:6][C:7]([CH3:8])([CH3:9])[CH2:10]1. As a reaction SMILES: [CH3:18][c:19]1[cH:20][c:21]([CH2:22][NH2:23])[cH:24][cH:25][c:26]1[CH3:27].[CH3:28][O:29][CH2:30][CH2:31][O:32][CH3:33].[NH2:1][c:2]1[n:3][c:4](-[n:13]2[n:14][cH:15][cH:16][cH:17]2)[c:5]([C:11]#[N:12])[c:6]([S:8]([CH3:9])=[O:10])[n:7]1>>[NH2:1][c:2]1[n:3][c:4](-[n:13]2[n:14][cH:15][cH:16][cH:17]2)[c:5]([C:11]#[N:12])[c:6]([NH:23][CH2:22][c:21]2[cH:20][c:19]([CH3:18])[c:26]([CH3:27])[cH:25][cH:24]2)[n:7]1. The reactants are Cc1ccc(CN)cc1C, COCCOC, CS(=O)c1nc(N)nc(-n2cccn2)c1C#N. The product is Cc1ccc(CNc2nc(N)nc(-n3cccn3)c2C#N)cc1C. The reactants are N1(N=CN=C1)C=1C(=NC=C(C1)C(F)(F)F)N (3-(1H-1,2,4-triazol-1-yl)-5-(trifluoromethyl)pyridin-2-amine), ClC(=C[O-])C(=O)OCC.[K+] (potassium 2-chloro-3-ethoxy-3-oxoprop-1-en-1-olate), S(O)(O)(=O)=O (sulfuric acid). Run in C(C)O (ethanol). Yields the product N1(N=CN=C1)C=1C=2N(C=C(C1)C(F)(F)F)C(=CN2)C(=O)OCC (ethyl 8-(1H-1,2,4-triazol-1-yl)-6-(trifluoromethyl)imidazo[1,2-a]pyridine-3-carboxylate). Yield: 65.2%. RXN SMILES: [N:1]1([C:6]2[C:7]([NH2:16])=[N:8][CH:9]=[C:10]([C:12]([F:15])([F:14])[F:13])[CH:11]=2)[CH:5]=[N:4][CH:3]=[N:2]1.Cl[C:18]([C:21]([O:23][CH2:24][CH3:25])=[O:22])=[CH:19][O-].[K+].S(=O)(=O)(O)O>C(O)C>[N:1]1([C:6]2[C:7]3[N:8]([C:18]([C:21]([O:23][CH2:24][CH3:25])=[O:22])=[CH:19][N:16]=3)[CH:9]=[C:10]([C:12]([F:13])([F:15])[F:14])[CH:11]=2)[CH:5]=[N:4][CH:3]=[N:2]1 |f:1.2|. Reported procedure: A mixture of 3-(1H-1,2,4-triazol-1-yl)-5-(trifluoromethyl)pyridin-2-amine (2.4 g), potassium 2-chloro-3-ethoxy-3-oxoprop-1-en-1-olate (4.54 g), sulfuric acid (0.670 mL) and ethanol (100 mL) was heated with reflux for 3 days. The reaction mixture was concentrated under reduced pressure, ethyl acetate was added thereto, and the mixture was washed with water. The aqueous layer was neutralize with saturated aqueous sodium bicarbonate solution, and extracted with ethyl acetate. The organic layers wer... Starting materials: O=C1NC(=O)c2ccccc21, C1CCOC1, O, OCc1cccc(Sc2ccccc2)c1, c1ccc(P(c2ccccc2)c2ccccc2)cc1. Yields the product O=C1c2ccccc2C(=O)N1Cc1cccc(Sc2ccccc2)c1. Reaction SMILES: [O:16]=[C:17]1[NH:18][C:19](=[O:20])[c:21]2[cH:22][cH:23][cH:24][cH:25][c:26]21.[O:47]1[CH2:48][CH2:49][CH2:50][CH2:51]1.[OH2:46].[c:1]1([S:7][c:8]2[cH:9][c:10]([CH2:14][OH:15])[cH:11][cH:12][cH:13]2)[cH:2][cH:3][cH:4][cH:5][cH:6]1.[c:27]1([P:28]([c:29]2[cH:30][cH:31][cH:32][cH:33][cH:34]2)[c:35]2[cH:36][cH:37][cH:38][cH:39][cH:40]2)[cH:41][cH:42][cH:43][cH:44][cH:45]1>>[c:1]1([S:7][c:8]2[cH:9][c:10]([CH2:14][N:18]3[C:17](=[O:16])[c:26]4[c:21]([cH:22][cH:23][cH:24][cH:25]4)[C:19]3=[O:20])[cH:11][cH:12][cH:13]2)[cH:2][cH:3][cH:4][cH:5][cH:6]1.